Dataset: the Open Reaction Database (ORD), a public repository of structured organic reaction records. Task: describe an organic reaction: reactants, conditions, products, and yield Starting materials: COC1=CC=C(C(=O)C=2OC3=C(C2C)C=CC(=C3CCC)OCC3=CC=CC=C3)C=C1 (2-(p-methoxybenzoyl)-3-methyl-6-benzyloxy-7-propylbenzofuran). The reagents and catalysts are [Pd] (palladium on charcoal). The solvent is C(C)O (ethanol). The product is COC1=CC=C(CC=2OC3=C(C2C)C=CC(=C3CCC)O)C=C1 (2-(p-methoxybenzyl)-3-methyl-6-hydroxy-7-propylbenzofuran). Isolated yield 14.2%. Reaction SMILES: [CH3:1][O:2][C:3]1[CH:31]=[CH:30][C:6]([C:7]([C:9]2[O:10][C:11]3[C:18]([CH2:19][CH2:20][CH3:21])=[C:17]([O:22]CC4C=CC=CC=4)[CH:16]=[CH:15][C:12]=3[C:13]=2[CH3:14])=O)=[CH:5][CH:4]=1>C(O)C.[Pd]>[CH3:1][O:2][C:3]1[CH:4]=[CH:5][C:6]([CH2:7][C:9]2[O:10][C:11]3[C:18]([CH2:19][CH2:20][CH3:21])=[C:17]([OH:22])[CH:16]=[CH:15][C:12]=3[C:13]=2[CH3:14])=[CH:30][CH:31]=1. Procedure details: A solution of 2-(p-methoxybenzoyl)-3-methyl-6-benzyloxy-7-propylbenzofuran (1.04 gm, 2.5 mmoles) in ethanol (100 mL) was hydrogenated in a Parr hydrogenator in the presence of 10% palladium on charcoal for a period of 24 hours. The catalyst was filtered off and the filtrate was concentrated in vacuo. The residue was purified by chromatography on silica gel and eluted with 25% ethylacetate in hexane to yield 110 mg of 2-(p-methoxybenzyl)-3-methyl-6-hydroxy-7-propylbenzofuran. Reactants: ClC=1C(=NC=CC1)N1N=C(C=C1C(=O)OC)[N+](=O)[O-] (methyl 1-(3-chloropyridin-2-yl)-3-nitro-1H-pyrazole-5-carboxylate), [Sn](Cl)Cl (tin(II) chloride), C([O-])(O)=O.[Na+] (sodium bicarbonate). The solvent is C(C)O (ethanol). Product: NC1=NN(C(=C1)C(=O)OC)C1=NC=CC=C1Cl (methyl 3-amino-1-(3-chloropyridin-2-yl)-1H-pyrazole-5-carboxylate). Yield: 77.1%. As a reaction SMILES: [Sn](Cl)Cl.[Cl:4][C:5]1[C:6]([N:11]2[C:15]([C:16]([O:18][CH3:19])=[O:17])=[CH:14][C:13]([N+:20]([O-])=O)=[N:12]2)=[N:7][CH:8]=[CH:9][CH:10]=1.C(=O)(O)[O-].[Na+]>C(O)C>[NH2:20][C:13]1[CH:14]=[C:15]([C:16]([O:18][CH3:19])=[O:17])[N:11]([C:6]2[C:5]([Cl:4])=[CH:10][CH:9]=[CH:8][N:7]=2)[N:12]=1 |f:2.3|. Procedure details: 10.41 g (54.9 mmol) of tin(II) chloride were initially charged in 80 ml of ethanol, 3.20 g (11.3 mmol) of methyl 1-(3-chloropyridin-2-yl)-3-nitro-1H-pyrazole-5-carboxylate were added and the mixture was stirred at reflux temperature for 3 hours. After cooling, the reaction mixture was poured onto ice and adjusted to pH 12 with sodium bicarbonate. The aqueous phase was extracted repeatedly with ethyl acetate and dried over magnesium sulphate. The solvent was distilled off under reduced pressure a... Starting materials: Cl.[Cl-].[Na+].O (HCl brine), COC1=CC=C(CNC2=CC=CC(=N2)CCCCC(C=CC=2C=NC(=NC2)C)O)C=C1 (7-[6-(4-Methoxy-benzylamino)-pyridin-2-yl]-1-(2-methyl-pyrimidin-5-yl)-hept-1-en-3-ol), solution, C(CC)(=O)O (propionic acid), C(OCC)(OCC)(OCC)C ((EtO)3CMe), C(OCC)(OCC)(OCC)C ((EtO)3CMe). Product: C(C)OC(CC(C=CCCCCC1=NC(=CC=C1)NCC1=CC=C(C=C1)OC)C=1C=NC(=NC1)C)=O ((±)9-[6-(4-Methoxy-benzylamino)-pyridin-2-yl]-3-(2-methyl-pyrimidin-5-yl)-non-4-enoic acid ethyl ester). The yield is 86.0%. As a reaction SMILES: [CH3:1][O:2][C:3]1[CH:31]=[CH:30][C:6]([CH2:7][NH:8][C:9]2[N:14]=[C:13]([CH2:15][CH2:16][CH2:17][CH2:18][CH:19](O)[CH:20]=[CH:21][C:22]3[CH:23]=[N:24][C:25]([CH3:28])=[N:26][CH:27]=3)[CH:12]=[CH:11][CH:10]=2)=[CH:5][CH:4]=1.C(O)(=O)CC.Cl.[Cl-].[Na+].O.[C:41]([CH3:51])(OCC)([O:45]CC)[O:42][CH2:43][CH3:44]>>[CH2:43]([O:42][C:41](=[O:45])[CH2:51][CH:21]([C:22]1[CH:23]=[N:24][C:25]([CH3:28])=[N:26][CH:27]=1)[CH:20]=[CH:19][CH2:18][CH2:17][CH2:16][CH2:15][C:13]1[CH:12]=[CH:11][CH:10]=[C:9]([NH:8][CH2:7][C:6]2[CH:30]=[CH:31][C:3]([O:2][CH3:1])=[CH:4][CH:5]=2)[N:14]=1)[CH3:44] |f:2.3.4.5|. Procedure details: A solution of the allylic alcohol 16-4 (2.3 g, 5.49 mmol) in (EtO)3CMe (10 mL) was treated with 100 uL of a 1 mL solution of (EtO)3CMe containing 10 uL of propionic acid. The yellow solution was heated at 150° for 90 minutes. The solution was cooled to room temperature and poured into 1N HCl/brine. The mixture was extracted with CHCl3, dried, concentrated, and purified on silica gel (90:5:5 CHCl3:EtOAc:MeOH) to give 2.32 g (86%) of 16-7. Starting materials: COC=1C=C2C(C(C3=C(OC4(CCNCC4)CS3)C2=CC1)=O)=O (8-methoxyspiro[naphtho[1,2-b][1,4]oxathiine-2,4′-piperidine]-5,6-dione), FC1=CC=C(OC[C@H]2OC2)C=C1 ((2S)-2-[(4-fluorophenoxy)methyl]oxirane). Yields the product FC1=CC=C(OC[C@H](CN2CCC3(CC2)CSC2=C(O3)C3=CC=C(C=C3C(C2=O)=O)OC)O)C=C1 (1′-[(2S)-3-(4-fluorophenoxy)-2-hydroxypropyl]-8-methoxyspiro[naphtho[1,2-b][1,4]oxathiine-2,4′-piperidine]-5,6-dione). As a reaction SMILES: [CH3:1][O:2][C:3]1[CH:4]=[C:5]2[C:19](=[CH:20][CH:21]=1)[C:9]1[O:10][C:11]3([CH2:17][S:18][C:8]=1[C:7](=[O:22])[C:6]2=[O:23])[CH2:16][CH2:15][NH:14][CH2:13][CH2:12]3.[F:24][C:25]1[CH:35]=[CH:34][C:28]([O:29][CH2:30][C@@H:31]2[CH2:33][O:32]2)=[CH:27][CH:26]=1>>[F:24][C:25]1[CH:35]=[CH:34][C:28]([O:29][CH2:30][C@@H:31]([OH:32])[CH2:33][N:14]2[CH2:15][CH2:16][C:11]3([O:10][C:9]4[C:19]5[C:5]([C:6](=[O:23])[C:7](=[O:22])[C:8]=4[S:18][CH2:17]3)=[CH:4][C:3]([O:2][CH3:1])=[CH:21][CH:20]=5)[CH2:12][CH2:13]2)=[CH:27][CH:26]=1. Reported procedure: Compound 206 was synthesized using 8-methoxyspiro[naphtho[1,2-b][1,4]oxathiine-2,4′-piperidine]-5,6-dione, (2S)-2-[(4-fluorophenoxy)methyl]oxirane and conditions outlined in procedure Y. M.p.=189-191° C.; 400 MHz 1H NMR (DMSO-d6) δ: 7.73 (d, J=8.6 Hz, 1H), 7.38 (d, J=7.6 Hz, 1H), 7.34 (d, J=2.8 Hz, 1H), 7.31 (dd, J=1.5, 6.8 Hz, 3H), 6.98 (d, J=3.5 Hz, 1H), 4.90 (d, J=4.7 Hz, 1H), 4.05-3.92 (m, 2H), 3.87 (s, 3H), 3.06 (s, 2H), 2.87-2.72 (m, 2H), 2.57-2.32 (m, 4H), 2.01-1.90 (m, 2H), 1.86-1.73 (m,...